From a dataset of the Open Reaction Database (ORD), a public repository of structured organic reaction records. describe an organic reaction: reactants, conditions, products, and yield Reactants: O=C([O-])[O-], CC(C)=O, ClCC1CO1, [K+], [K+], COC(=O)c1ccc(O)cc1. Product: COC(=O)c1ccc(OCC2CO2)cc1. Reaction SMILES: [C:12](=[O:13])([O-:14])[O-:15].[CH3:23][C:24](=[O:25])[CH3:26].[Cl:18][CH2:19][CH:20]1[CH2:21][O:22]1.[K+:16].[K+:17].[OH:1][c:2]1[cH:3][cH:4][c:5]([C:6](=[O:7])[O:8][CH3:9])[cH:10][cH:11]1>>[O:1]([c:2]1[cH:3][cH:4][c:5]([C:6](=[O:7])[O:8][CH3:9])[cH:10][cH:11]1)[CH2:19][CH:20]1[CH2:21][O:22]1. Starting materials: C(C)NCC1=CC=C(S1)C=1C=C2C(=CNC2=C(C1)C(=O)N)C1CCN(CC1)S(=O)(=O)CC (5-{5-[(ethylamino)methyl]-2-thienyl}-3-[1-(ethylsulfonyl)-4-piperidinyl]-1H-indole-7-carboxamide), [BH3-]C#N.[Na+] (NaCNBH3), C(=O)C1=CC=C(S1)B(O)O ((5-formyl-2-thienyl)boronic acid), C(C)(C)N (isopropylamine). Yields the product CC(C)NCC1=CC=C(S1)B(O)O ((5-{[(1-methylethyl)amino]methyl}-2-thienyl)boronic acid). As a reaction SMILES: C(NCC1SC(C2C=[C:12]3[C:16](=[C:17](C(N)=O)C=2)[NH:15]C=C3C2CCN(S(CC)(=O)=O)CC2)=CC=1)C.[CH:33]([C:35]1[S:39][C:38]([B:40]([OH:42])[OH:41])=[CH:37][CH:36]=1)=O.C(N)(C)C.[BH3-]C#N.[Na+]>>[CH3:12][CH:16]([NH:15][CH2:33][C:35]1[S:39][C:38]([B:40]([OH:42])[OH:41])=[CH:37][CH:36]=1)[CH3:17] |f:3.4|. Procedure details: Following the general procedure of 5-{5-[(ethylamino)methyl]-2-thienyl}-3-[1-(ethylsulfonyl)-4-piperidinyl]-1H-indole-7-carboxamide, (5-formyl-2-thienyl)boronic acid (50 mg, 0.32 mmol), isopropylamine (0.027 mL, 0.32 mmol), and NaCNBH3 (40 mg, 0.64 mmol) were reacted to give 41 mg of crude (5-{[(1-methylethyl)amino]methyl}-2-thienyl)boronic acid. The crude (5-{[(1-methylethyl)amino]methyl}-2-thienyl)boronic acid was then reacted with 5-bromo-3-[1-(ethylsulfonyl)-4-piperidinyl]-1H-indole-7-carbox...